The task is: describe an organic reaction: reactants, conditions, products, and yield. This data is from the Open Reaction Database (ORD), a public repository of structured organic reaction records. Reactants: B, CC1(C2CN(Cc3ccccc3)C(=O)CO2)OCCO1, CSC, CO, CCOC(C)=O, C1CCOC1, O. Yields the product CC1(C2CN(Cc3ccccc3)CCO2)OCCO1. RXN SMILES: [BH3:4].[CH2:5]([c:6]1[cH:7][cH:8][cH:9][cH:10][cH:11]1)[N:12]1[CH2:13][CH:14]([C:19]2([CH3:24])[O:20][CH2:21][CH2:22][O:23]2)[O:15][CH2:16][C:17]1=[O:18].[CH3:1][S:2][CH3:3].[CH3:25][OH:26].[CH3:33][CH2:34][O:35][C:36](=[O:37])[CH3:38].[O:28]1[CH2:29][CH2:30][CH2:31][CH2:32]1.[OH2:27]>>[CH2:5]([c:6]1[cH:7][cH:8][cH:9][cH:10][cH:11]1)[N:12]1[CH2:13][CH:14]([C:19]2([CH3:24])[O:20][CH2:21][CH2:22][O:23]2)[O:15][CH2:16][CH2:17]1. Starting materials: CC(C)=CCBr, Clc1cccc(-c2cc3c4c(c2)C2CNCCC2N4CCC3)c1Cl, N. Product: CC(C)=CCN1CCC2C(C1)c1cc(-c3cccc(Cl)c3Cl)cc3c1N2CCC3. As a reaction SMILES: [Br:25][CH2:26][CH:27]=[C:28]([CH3:29])[CH3:30].[Cl:1][c:2]1[c:3](-[c:9]2[cH:10][c:11]3[c:16]4[c:17]([cH:18]2)[CH:19]2[CH:20]([N:15]4[CH2:14][CH2:13][CH2:12]3)[CH2:21][CH2:22][NH:23][CH2:24]2)[cH:4][cH:5][cH:6][c:7]1[Cl:8].[NH3:31]>>[Cl:1][c:2]1[c:3](-[c:9]2[cH:10][c:11]3[c:16]4[c:17]([cH:18]2)[CH:19]2[CH:20]([N:15]4[CH2:14][CH2:13][CH2:12]3)[CH2:21][CH2:22][N:23]([CH2:26][CH:27]=[C:28]([CH3:29])[CH3:30])[CH2:24]2)[cH:4][cH:5][cH:6][c:7]1[Cl:8]. The reactants are C1=C(C=C(C(=CC1=O)O)O)C(=O)O (stipitatic acid), BrBr (bromine), [OH-].[K+] (potassium hydroxide). Product: C1=C(C=C(C(=C(C1=O)O)O)O)C(=O)O (puberulic acid). RXN SMILES: [CH:1]1[C:7](=[O:8])[CH:6]=[C:5]([OH:9])[C:4]([OH:10])=[CH:3][C:2]=1[C:11]([OH:13])=[O:12].BrBr.[OH-:16].[K+]>>[CH:1]1[C:7](=[O:8])[C:6]([OH:16])=[C:5]([OH:9])[C:4]([OH:10])=[CH:3][C:2]=1[C:11]([OH:13])=[O:12] |f:2.3|. Reported procedure: Puberulic acid is also obtainable by direct chemical synthesis, as disclosed by Johns et al., Jour. Chem. Soc. 1954, 198. According to this method, a solution of 3,4,6-trimethoxycycloheptatriene-caboxylic acid (an intermediate obtained by reacting diazoacetic ester and 1,2,4-trimethoxybenzene) in chloroform is reacted with a solution of bromine in carbon tetrachloride; the obtained precipitate is then heated in ethyl acetate, cooled in ice and then hydrolyzed with hydrobromic acid, obtaining sti... Reactants: CCO, CCOC(=O)c1nn(C)c2c1CCc1cnc(I)nc1-2, [K+], [OH-]. Product: Cn1nc(C(=O)[O-])c2c1-c1nc(I)ncc1CC2, [K+]. Reaction SMILES: [CH3:23][CH2:24][OH:25].[I:1][c:2]1[n:3][c:4]2[c:9]([cH:10][n:11]1)[CH2:8][CH2:7][c:6]1[c:5]-2[n:14]([CH3:15])[n:13][c:12]1[C:16](=[O:17])[O:18][CH2:19][CH3:20].[K+:22].[OH-:21]>>[I:1][c:2]1[n:3][c:4]2[c:9]([cH:10][n:11]1)[CH2:8][CH2:7][c:6]1[c:5]-2[n:14]([CH3:15])[n:13][c:12]1[C:16](=[O:17])[O-:18].[K+:22]. The reactants are CN=C=O, CCO, N#CCC(=O)C1CCC1. The product is CNC(=O)C(C#N)C(=O)C1CCC1. RXN SMILES: [CH3:10][N:11]=[C:12]=[O:13].[CH3:14][CH2:15][OH:16].[CH:1]1([C:5]([CH2:6][C:7]#[N:8])=[O:9])[CH2:2][CH2:3][CH2:4]1>>[CH:1]1([C:5]([CH:6]([C:7]#[N:8])[C:12]([NH:11][CH3:10])=[O:13])=[O:9])[CH2:2][CH2:3][CH2:4]1. The reactants are [Cl-], ClCCl, Cl[Mg]c1ccccc1, [NH4+], O=[Mn]=O, ON1CCCCC1. Product: ON1CCCCC1c1ccccc1. RXN SMILES: [Cl-:16].[Cl:18][CH2:19][Cl:20].[Cl:8][Mg:9][c:10]1[cH:11][cH:12][cH:13][cH:14][cH:15]1.[NH4+:17].[O:21]=[Mn:22]=[O:23].[OH:1][N:2]1[CH2:3][CH2:4][CH2:5][CH2:6][CH2:7]1>>[OH:1][N:2]1[CH:3]([c:10]2[cH:11][cH:12][cH:13][cH:14][cH:15]2)[CH2:4][CH2:5][CH2:6][CH2:7]1. The reactants are COC(=O)OC(=O)OC, COC(=O)C(NC(=O)OCc1ccccc1)C1CCCOC1, CO. The product is COC(=O)NC(C(=O)OC)C1CCCOC1. Reaction SMILES: [C:23]([O:24][C:25]([O:26][CH3:27])=[O:28])([O:29][CH3:30])=[O:31].[CH2:1]([c:2]1[cH:3][cH:4][cH:5][cH:6][cH:7]1)[O:8][C:9](=[O:10])[NH:11][CH:12]([C:13](=[O:14])[O:15][CH3:16])[CH:17]1[CH2:18][O:19][CH2:20][CH2:21][CH2:22]1.[CH3:32][OH:33]>>[CH3:1][O:8][C:9](=[O:10])[NH:11][CH:12]([C:13](=[O:14])[O:15][CH3:16])[CH:17]1[CH2:18][O:19][CH2:20][CH2:21][CH2:22]1. Starting materials: N1=CC=CC=C1 (pyridine), NC1=CC=C(C=C1)C1CCCCCC1 (4-aminophenyl-cycloheptane), ClC(=O)OCC (ethyl chloroformate). The solvent is C(Cl)Cl (methylene chloride), C(Cl)Cl (methylene chloride). Yields the product C1(CCCCCC1)C1=CC=C(C=C1)NC(OCC)=O (Ethyl 4-cycloheptylphenyl-carbamate). RXN SMILES: [NH2:1][C:2]1[CH:7]=[CH:6][C:5]([CH:8]2[CH2:14][CH2:13][CH2:12][CH2:11][CH2:10][CH2:9]2)=[CH:4][CH:3]=1.N1C=CC=CC=1.Cl[C:22]([O:24][CH2:25][CH3:26])=[O:23]>C(Cl)Cl>[CH:8]1([C:5]2[CH:6]=[CH:7][C:2]([NH:1][C:22](=[O:23])[O:24][CH2:25][CH3:26])=[CH:3][CH:4]=2)[CH2:14][CH2:13][CH2:12][CH2:11][CH2:10][CH2:9]1. Procedure: 6.81 g (36.0 mmol) of 4-aminophenyl-cycloheptane were dissolved in 60 ml of methylene chloride and treated with 3.13 g (39.6 mmol) of pyridine. The reaction mixture was treated dropwise at room temperature while stirring with a solution of 4.3 g (39.6 mmol) of ethyl chloroformate in 15 ml of methylene chloride. After 2 hours the mixture was washed with water and the organic phase was dried over sodium sulfate, filtered and evaporated. The ethyl 4-cycloheptylphenyl-carbamate distilled at 165°-170...